describe an organic reaction: reactants, conditions, products, and yield From a dataset of the Open Reaction Database (ORD), a public repository of structured organic reaction records. Starting materials: C=CC(C)=C (isoprene), [Cl-].[NH4+] (ammonium chloride), [Li] (Lithium), C1(=CC=CC=C1)C(CCCCCCCCC=C)(OC)C1=CC=CC=C1 (11,11-diphenyl-11-methoxyundec-1-ene), [Li] (lithium). The solvent is N (ammonia), CO (methanol), N (ammonia), C1CCOC1 (THF). The product is C1(=CC=CC=C1)C(CCCCCCCCC=C)C1=CC=CC=C1 (11,11-diphenylundec-1-ene). Yield: 105.4%. As a reaction SMILES: [Li].[C:2]1([C:8]([C:21]2[CH:26]=[CH:25][CH:24]=[CH:23][CH:22]=2)(OC)[CH2:9][CH2:10][CH2:11][CH2:12][CH2:13][CH2:14][CH2:15][CH2:16][CH:17]=[CH2:18])[CH:7]=[CH:6][CH:5]=[CH:4][CH:3]=1.C=CC(=C)C.[Cl-].[NH4+]>N.C1COCC1.CO>[C:2]1([CH:8]([C:21]2[CH:22]=[CH:23][CH:24]=[CH:25][CH:26]=2)[CH2:9][CH2:10][CH2:11][CH2:12][CH2:13][CH2:14][CH2:15][CH2:16][CH:17]=[CH2:18])[CH:7]=[CH:6][CH:5]=[CH:4][CH:3]=1 |f:3.4,^1:0|. Procedure details: Lithium wire, 0.75 g, was dissolved in 300 mL of ammonia at -78° C. A solution of 10.1 g of 11,11-diphenyl-11-methoxyundec-1-ene in 20 mL of THF was added to the lithium solution and the mixture was stirred at reflux for 30 min. To a reaction vessel were added sequentially 5 mL isoprene, 5 mL of methanol, and 10 g of ammonium chloride and the ammonia allowed to evaporate at room temperature. Diethyl ether was added to the mixture and the solution was washed with water and brine (saturated aqueou... The yield is 99.0%. Conditions: temperature 0 celsius. The reactants are OCC1SC(SC1)C1=CC=CC=C1 (4-Hydroxymethyl 2-phenyl 1,3-dithiolane), P(Br)(Br)Br (Phosphorus tribromide), C(=O)(O)[O-].[Na+] (NaHCO3). RXN SMILES: O[CH2:2][CH:3]1[CH2:7][S:6][CH:5]([C:8]2[CH:13]=[CH:12][CH:11]=[CH:10][CH:9]=2)[S:4]1.P(Br)(Br)[Br:15].C([O-])(O)=O.[Na+]>CCOCC>[Br:15][CH2:2][CH:3]1[CH2:7][S:6][CH:5]([C:8]2[CH:13]=[CH:12][CH:11]=[CH:10][CH:9]=2)[S:4]1 |f:2.3|. Reported procedure: 4-Hydroxymethyl 2-phenyl 1,3-dithiolane (30 g., 0.14 mole) was suspended in 150 ml of ether and cooled to 0°C. Phosphorus tribromide (15 g., 0.053 mole) were added over a 1.5 hour period and the mixture was stirred at ambient temperature with 5% aqueous NaHCO3 until neutral (ph = 7). After drying over MgSO4 the solvent was removed under vacuum to yield 38 g. (99%) of desired product. Product: BrCC1SC(SC1)C1=CC=CC=C1 (4-Bromomethyl 2-Phenyl 1,3-Dithiolane). The solvent is CCOCC (ether). Reactants: Cc1csc(-c2sccc2N)n1, O=C(O)Cc1cccc2cnccc12. Yields the product Cc1csc(-c2sccc2NC(=O)Cc2cccc3cnccc23)n1. RXN SMILES: [CH3:15][c:16]1[n:17][c:18](-[c:21]2[s:22][cH:23][cH:24][c:25]2[NH2:26])[s:19][cH:20]1.[cH:1]1[n:2][cH:3][cH:4][c:5]2[c:6]([CH2:11][C:12](=[O:13])[OH:14])[cH:7][cH:8][cH:9][c:10]12>>[cH:1]1[n:2][cH:3][cH:4][c:5]2[c:6]([CH2:11][C:12](=[O:14])[NH:26][c:25]3[c:21](-[c:18]4[n:17][c:16]([CH3:15])[cH:20][s:19]4)[s:22][cH:23][cH:24]3)[cH:7][cH:8][cH:9][c:10]12. Product: Cn1ccnc1N(NC(=O)OC(C)(C)C)C(=O)OC(C)(C)C. RXN SMILES: [CH2:1]([Li:2])[CH2:3][CH2:4][CH3:5].[CH2:29]1[O:30][CH2:31][CH2:32][CH2:33]1.[CH3:6][n:7]1[cH:8][cH:9][n:10][cH:11]1.[N:12](=[N:13][C:14](=[O:15])[O:16][C:17]([CH3:18])([CH3:19])[CH3:20])[C:21](=[O:22])[O:23][C:24]([CH3:25])([CH3:26])[CH3:27].[OH2:28]>>[CH3:6][n:7]1[cH:8][cH:9][n:10][c:11]1[N:12]([NH:13][C:14](=[O:15])[O:16][C:17]([CH3:18])([CH3:19])[CH3:20])[C:21](=[O:22])[O:23][C:24]([CH3:25])([CH3:26])[CH3:27]. The reactants are [Li]CCCC, C1CCOC1, Cn1ccnc1, CC(C)(C)OC(=O)N=NC(=O)OC(C)(C)C, O. The reactants are COC1=NS(N=C1OC)=O (3,4-dimethoxy-1,2,5-thiadiazole 1-oxide), CN(C)CC1=CC=C(O1)CSCCN (2-[(5-dimethylaminomethyl-2-furyl)methylthio]ethylamine), C(C)N (ethylamine). Solvent: CO (methanol), CO (methanol). Run at time 15 minute. The product is CN(C)CC1=CC=C(O1)CSCCNC1=NS(N=C1NCC)=O (3-{2-[(5-Dimethylaminomethyl-2-furyl)methylthio]ethylamino}-4-ethylamino-1,2,5-thiadiazole 1-oxide). As a reaction SMILES: [CH3:1][N:2]([CH2:4][C:5]1[O:9][C:8]([CH2:10][S:11][CH2:12][CH2:13][NH2:14])=[CH:7][CH:6]=1)[CH3:3].CO[C:17]1[C:21](OC)=[N:20][S:19](=[O:24])[N:18]=1.[CH2:25]([NH2:27])[CH3:26]>CO>[CH3:3][N:2]([CH2:4][C:5]1[O:9][C:8]([CH2:10][S:11][CH2:12][CH2:13][NH:14][C:17]2[C:21]([NH:27][CH2:25][CH3:26])=[N:20][S:19](=[O:24])[N:18]=2)=[CH:7][CH:6]=1)[CH3:1]. Reported procedure: A solution of 2-[(5-dimethylaminomethyl-2-furyl)methylthio]ethylamine (2.64 g; 12.3 mmoles) in 25 ml of dry methanol was added dropwise over a period of 30 minutes to a well stirred solution of 3,4-dimethoxy-1,2,5-thiadiazole 1-oxide (2.0 g; 12.3 mmoles) in 75 ml of dry methanol that had been cooled to 8° in an ice-water bath. After 15 minutes, 4.0 ml of ethylamine was added and the mixture stirred at ambient temperature for 1 hour. The reaction mixture was evaporated under reduced pressure and ...